From a dataset of the Open Reaction Database (ORD), a public repository of structured organic reaction records. describe an organic reaction: reactants, conditions, products, and yield Starting materials: C(C)OC1=CC=C(C=C1)[Si](CCCC1=CC(=C(C=C1)F)Cl)(C)C ((4-ethoxyphenyl)-(dimethyl)-(3-(3-chloro-4-fluorophenyl)propyl)silane), C1(=CC=CC=C1)[O-].[Na+] (sodium phenolate). The reagents and catalysts are [Cu]Cl (copper(I) chloride). Solvent: COCCOCCOCCOCCOC (tetraglyme). Reaction conditions: temperature 90 celsius. Product: C(C)OC1=CC=C(C=C1)[Si](CCCC1=CC(=C(C=C1)F)OC1=CC=CC=C1)(C)C ((4-ethoxyphenyl)-(dimethyl)-(3-(4-fluoro-3-phenoxyphenyl)propyl)silane). The yield is 43.9%. Reaction SMILES: [CH2:1]([O:3][C:4]1[CH:9]=[CH:8][C:7]([Si:10]([CH3:23])([CH3:22])[CH2:11][CH2:12][CH2:13][C:14]2[CH:19]=[CH:18][C:17]([F:20])=[C:16](Cl)[CH:15]=2)=[CH:6][CH:5]=1)[CH3:2].[C:24]1([O-:30])[CH:29]=[CH:28][CH:27]=[CH:26][CH:25]=1.[Na+]>[Cu]Cl.COCCOCCOCCOCCOC>[CH2:1]([O:3][C:4]1[CH:9]=[CH:8][C:7]([Si:10]([CH3:23])([CH3:22])[CH2:11][CH2:12][CH2:13][C:14]2[CH:19]=[CH:18][C:17]([F:20])=[C:16]([O:30][C:24]3[CH:29]=[CH:28][CH:27]=[CH:26][CH:25]=3)[CH:15]=2)=[CH:6][CH:5]=1)[CH3:2] |f:1.2|. Reported procedure: A mixture of 456.2 g (1.30 mol) of (4-ethoxyphenyl)-(dimethyl)-(3-(3-chloro-4-fluorophenyl)propyl)silane, 232.2 g (2.00 mol) of sodium phenolate, 13 g of copper(I) chloride and 500 ml of tetraglyme was heated to 240°-255° C. for 1.5 h. After cooling the reaction mixture to 90° C., a larger part of the solvent was removed by distillation at 90°-140° C. internal temperature and 0.4 Torr (about 400 g). The crude product was then stirred at room temperature with 500 ml of 2N sodium hydroxide solutio... Reactants: C(C)OC(C(C(O)[C@H]1N(CCC1)C(CCC(N(C)CC1=CC=CC=C1)=O)=O)(F)F)=O ((3RS)-3-[(2S)-l-[3-(N-benzyl-N-methylcarbamoyl) propanoyl]pyrrolidin-2-yl]-3-hydroxy-2,2-difluoropropionic acid ethyl ester), CC(=O)OI1(C=2C=CC=CC2C(=O)O1)(OC(=O)C)OC(=O)C (Dess-Martin reagent), C([O-])(O)=O.[Na+] (sodium bicarbonate), S(=S)(=O)([O-])[O-].[Na+].[Na+] (sodium thiosulfate). Run in C(Cl)Cl (methylene chloride), C(Cl)Cl (methylene chloride), CCOCC (ether). Run at time 3 hour. Yields the product C(C)OC(C(C(=O)[C@H]1N(CCC1)C(CCC(N(C)CC1=CC=CC=C1)=O)=O)(F)F)=O (3-[(2S)-1-[3-(N-benzyl-N-methylcarbamoyl)propanoyl]pyrrolidin-2-yl]-3-oxo-2,2-difluoropropionic acid ethyl ester). Yield: 95.7%. Reaction SMILES: [CH2:1]([O:3][C:4](=[O:30])[C:5]([F:29])([F:28])[CH:6]([C@@H:8]1[CH2:12][CH2:11][CH2:10][N:9]1[C:13](=[O:27])[CH2:14][CH2:15][C:16](=[O:26])[N:17]([CH2:19][C:20]1[CH:25]=[CH:24][CH:23]=[CH:22][CH:21]=1)[CH3:18])[OH:7])[CH3:2].CC(OI1(OC(C)=O)(OC(C)=O)OC(=O)C2C=CC=CC1=2)=O.C(=O)(O)[O-].[Na+].S([O-])([O-])(=O)=S.[Na+].[Na+]>C(Cl)Cl.CCOCC>[CH2:1]([O:3][C:4](=[O:30])[C:5]([F:28])([F:29])[C:6]([C@@H:8]1[CH2:12][CH2:11][CH2:10][N:9]1[C:13](=[O:27])[CH2:14][CH2:15][C:16](=[O:26])[N:17]([CH2:19][C:20]1[CH:25]=[CH:24][CH:23]=[CH:22][CH:21]=1)[CH3:18])=[O:7])[CH3:2] |f:2.3,4.5.6|. Reported procedure: A solution of (3RS)-3-[(2S)-l-[3-(N-benzyl-N-methylcarbamoyl) propanoyl]pyrrolidin-2-yl]-3-hydroxy-2,2-difluoropropionic acid ethyl ester (250 mg) in methylene chloride (1.5 ml) was added dropwise to a suspension of Dess-Martin reagent (448 mg) in methylene chloride (6 ml). The mixture was stirred for 3 hrs. The reaction mixture was diluted with ether. A saturated aq. solution of sodium bicarbonate (30 ml) wherein sodium thiosulfate (2.26 g) was dissolved was added to the diluted solution. The m... Reactants: N(=[N+]=[N-])[C@H]1[C@@H](O[C@@H]([C@H]1O)CO)N1C(=O)NC(=O)C=C1 (2′-azido-2′-deoxyuridine), anhydrouridine, [N-]=[N+]=[N-].[Li+] (lithium azide). The solvent is CN(C)P(=O)(N(C)C)N(C)C (HMPA). Product: C1=CN2[C@H]3[C@H]([C@@H]([C@H](O3)CO)O)OC2=NC1=O (2,2′-Anhydrouridine). Isolated yield 50.0%. Reaction SMILES: N([C@@H:4]1[C@H:8]([OH:9])[C@@H:7]([CH2:10][OH:11])[O:6][C@H:5]1[N:12]1[CH:19]=[CH:18][C:16](=[O:17])[NH:15][C:13]1=[O:14])=[N+]=[N-].[N-]=[N+]=[N-].[Li+]>CN(P(N(C)C)(N(C)C)=O)C>[CH:18]1[C:16](=[O:17])[N:15]=[C:13]2[N:12]([C@@H:5]3[O:6][C@H:7]([CH2:10][OH:11])[C@@H:8]([OH:9])[C@@H:4]3[O:14]2)[CH:19]=1 |f:1.2|. Reported procedure: The synthesis of 2′-azido-2′-deoxyuridine (ADU) has been previously published (Moffat et al. (1971) J. Org. Chem. 36:250). According to this procedure, anhydrouridine is treated with 7.1 equivalents of lithium azide in HMPA at 150° C. The desired product is obtained in only 50% yield after separation from a number of by-products. It is desirable to have a process by which ADU is synthesized in high yield without the necessity of further purification by chromatographic processes. Furthermore, it ... Reactants: C12CCCC2C(C1)=O (bicyclo[3.2.0]heptan-6-one), O1CCCC1 (tetrahydrofuran), O (water), Triethylphosphonoacetate, [H-].[Na+] (sodium hydride), O1CCCC1 (tetrahydrofuran). Conditions: time 8 hour. The product is C12CCCC2C(C1)=CC(=O)OCC ((+/−)-Ethyl bicyclo[3.2.0]hept-6-ylideneacetate). RXN SMILES: [H-].[Na+].[CH:3]12[CH2:9][C:8](=O)[CH:7]1[CH2:6][CH2:5][CH2:4]2.[OH2:11].[O:12]1[CH2:16][CH2:15][CH2:14][CH2:13]1>>[CH:3]12[CH2:9][C:8](=[CH:14][C:13]([O:12][CH2:16][CH3:15])=[O:11])[CH:7]1[CH2:6][CH2:5][CH2:4]2 |f:0.1|. Procedure details: Triethylphosphonoacetate (96.2 g; 429 mmol) was added to a suspension of 60% sodium hydride dispersion (16.5 g; 413 mmol) in tetrahydrofuran (480 mL) maintaining the temperature between 1–4° C. A solution of bicyclo[3.2.0]heptan-6-one (35.0 g; 318 mmol) in tetrahydrofuran (320 ml) was added maintaining the temperature between 5–15° C. The reaction mixture was stirred at ambient temperature overnight. Demineralised water (350 mL) added and the product was extracted with diethyl ether (3×450 ml). ... Starting materials: C(C)(C)(C)C1=CC=C(C=C1)S(=O)(=O)NC1=C(C(=NN1C)OCCO)C1=CC=C(C=C1)C (4-(tert-butyl)-N-[3-(2-hydroxyethoxy)-1-methyl-4-(4-methylphenyl)-1H-pyrazol-5-yl]benzenesulfonamide), [H-].[Na+] (sodium hydride), COC=1C=NC(=NC1)S(=O)(=O)C (5-methoxy-2-methylsulphonylpyrimidine). Solvent: O1CCCC1 (tetrahydrofuran), CC(=O)N(C)C (dimethylacetamide), O (water). Conditions: time 5 minute. Product: C(C)(C)(C)C1=CC=C(C=C1)S(=O)(=O)NC1=C(C(=NN1C)OCCOC1=NC=C(C=N1)OC)C1=CC=C(C=C1)C (4-(tert-butyl)-N-[3-{2-[(5-methoxy-2-pyrimidinyl)oxy]ethoxy}-1-methyl-4-(4-methylphenyl)-1H-pyrazol-5-yl]benzenesulfonamide). Isolated yield 61.1%. As a reaction SMILES: [C:1]([C:5]1[CH:10]=[CH:9][C:8]([S:11]([NH:14][C:15]2[N:19]([CH3:20])[N:18]=[C:17]([O:21][CH2:22][CH2:23][OH:24])[C:16]=2[C:25]2[CH:30]=[CH:29][C:28]([CH3:31])=[CH:27][CH:26]=2)(=[O:13])=[O:12])=[CH:7][CH:6]=1)([CH3:4])([CH3:3])[CH3:2].[H-].[Na+].[CH3:34][O:35][C:36]1[CH:37]=[N:38][C:39](S(C)(=O)=O)=[N:40][CH:41]=1>O1CCCC1.CC(N(C)C)=O.O>[C:1]([C:5]1[CH:6]=[CH:7][C:8]([S:11]([NH:14][C:15]2[N:19]([CH3:20])[N:18]=[C:17]([O:21][CH2:22][CH2:23][O:24][C:39]3[N:40]=[CH:41][C:36]([O:35][CH3:34])=[CH:37][N:38]=3)[C:16]=2[C:25]2[CH:30]=[CH:29][C:28]([CH3:31])=[CH:27][CH:26]=2)(=[O:12])=[O:13])=[CH:9][CH:10]=1)([CH3:4])([CH3:3])[CH3:2] |f:1.2|. Procedure: To 4-(tert-butyl)-N-[3-(2-hydroxyethoxy)-1-methyl-4-(4-methylphenyl)-1H-pyrazol-5-yl]benzenesulfonamide (Example 2) (250 mg) in tetrahydrofuran (20 ml) at room temperature under an atmosphere of nitrogen was added sodium hydride (60% dispersion in oil, 47 mg) and the mixture was stirred for 5 minutes. To the mixture was added a solution of 5-methoxy-2-methylsulphonylpyrimidine (Aktual. Probl. Razvit. Nauchn. Issled. Molodykh Uch. Spets. Vil'nyus. Gosuniv. im. V. Kapsukasa, Mater. Konf. Molodykh ...